This data is from the Open Reaction Database (ORD), a public repository of structured organic reaction records. The task is: describe an organic reaction: reactants, conditions, products, and yield Procedure: Into a solution of Compound 2 in chloroform was introduced hydrogene chloride gas, and evaporation of the solvent under reduced pressure gave the title compound. RXN SMILES: [N+:1]([O:4][CH2:5][CH2:6][CH2:7][O:8][C:9]([C:11]1[CH:12]([C:33]2[CH:38]=[CH:37][CH:36]=[C:35]([N+:39]([O-:41])=[O:40])[CH:34]=2)[C:13]([C:19]([O:21][CH2:22][CH2:23][NH:24][C:25](=[O:32])[C:26]2[CH:31]=[CH:30][CH:29]=[N:28][CH:27]=2)=[O:20])=[C:14]([CH3:18])[NH:15][C:16]=1[CH3:17])=[O:10])([O-:3])=[O:2].C(Cl)(Cl)[Cl:43]>>[ClH:43].[N+:1]([O:4][CH2:5][CH2:6][CH2:7][O:8][C:9]([C:11]1[CH:12]([C:33]2[CH:38]=[CH:37][CH:36]=[C:35]([N+:39]([O-:41])=[O:40])[CH:34]=2)[C:13]([C:19]([O:21][CH2:22][CH2:23][NH:24][C:25](=[O:32])[C:26]2[CH:31]=[CH:30][CH:29]=[N:28][CH:27]=2)=[O:20])=[C:14]([CH3:18])[NH:15][C:16]=1[CH3:17])=[O:10])([O-:3])=[O:2] |f:2.3|. Product: Cl.[N+](=O)([O-])OCCCOC(=O)C=1C(C(=C(NC1C)C)C(=O)OCCNC(C1=CN=CC=C1)=O)C1=CC(=CC=C1)[N+](=O)[O-] (2,6-Dimethyl-4-(3-nitrophenyl)-1,4-dihydropyridine-3,5-dicarboxylic acid 3-(2-nicotinoylaminoethyl) ester 5-(3-nitrooxypropyl) ester hydrochloride). Reactants: [N+](=O)([O-])OCCCOC(=O)C=1C(C(=C(NC1C)C)C(=O)OCCNC(C1=CN=CC=C1)=O)C1=CC(=CC=C1)[N+](=O)[O-] (2,6-dimethyl-4-(3-nitrophenyl)-1,4-dihydropyridine-3,5-dicarboxylic acid 3-(2-nicotinoylaminoethyl) ester 5-(3-nitrooxypropyl) ester), C(Cl)(Cl)Cl (chloroform). Starting materials: FC(F)(F)CCBr, CC(C)(C)CC(C#N)C#N, CN(C)C=O, CCOC(C)=O, [H-], [H][H], [Na+], O. Product: CC(C)(C)CC(C#N)(C#N)CCC(F)(F)F. As a reaction SMILES: [Br:15][CH2:16][CH2:17][C:18]([F:19])([F:20])[F:21].[CH3:1][C:2]([CH2:3][CH:4]([C:5]#[N:6])[C:7]#[N:8])([CH3:9])[CH3:10].[CH3:22][N:23]([CH3:24])[CH:25]=[O:26].[CH3:27][CH2:28][O:29][C:30](=[O:31])[CH3:32].[H-:11].[H:13][H:14].[Na+:12].[OH2:33]>>[CH3:1][C:2]([CH2:3][C:4]([C:5]#[N:6])([C:7]#[N:8])[CH2:16][CH2:17][C:18]([F:19])([F:20])[F:21])([CH3:9])[CH3:10]. The reactants are CN(C)\C=C/1\C(NCC2=CC=CC=C12)=O ((4E)-4-[(Dimethylamino)methylene]-1,4-dihydro-3(2H)-isoquinolinone), N1(CCCCC1)CC1=CC=C(C=C1)N (4-piperidin-1-ylmethyl-phenylamine). Run in CN(C=O)C (N,N-dimethylformamide). Product: N1(CCCCC1)CC1=CC=C(C=C1)NC=C1C(NCC2=CC=CC=C12)=O (4-[(4-Piperidin-1-ylmethyl-phenylamino)-methylene]-1,4-dihydro-2H-isoquinolin-3-one). Isolated yield 15.8%. RXN SMILES: C[N:2](/[CH:4]=[C:5]1/[C:6](=[O:15])[NH:7][CH2:8][C:9]2[C:14]/1=[CH:13][CH:12]=[CH:11][CH:10]=2)[CH3:3].[N:16]1([CH2:22][C:23]2[CH:28]=[CH:27]C(N)=[CH:25][CH:24]=2)[CH2:21][CH2:20][CH2:19][CH2:18][CH2:17]1>CN(C)C=O>[N:16]1([CH2:22][C:23]2[CH:28]=[CH:27][C:3]([NH:2][CH:4]=[C:5]3[C:14]4[C:9](=[CH:10][CH:11]=[CH:12][CH:13]=4)[CH2:8][NH:7][C:6]3=[O:15])=[CH:25][CH:24]=2)[CH2:21][CH2:20][CH2:19][CH2:18][CH2:17]1. Reported procedure: A solution of 0.400 g (1.98 mmol) of (4E)-4-[(Dimethylamino)methylene]-1,4-dihydro-3(2H)-isoquinolinone and 0.300 g (1.58 mmol) of 4-piperidin-1-ylmethyl-phenylamine in 4 mL of N,N-dimethylformamide (DMF) is heated at 125° C. for 3 h. The solvent is removed and the residue is slurried with Et2O and filtered. The Et2O soluble material is evaporated, redissolved in a small volume of PhCH3 and chilled. A precipitate is collected, boiled with MeOH (ca 20 mL) and filtered. The filtrate is evaporated ... The product is C(C)N(CCCN1N=C(C2=C(C=CC=C12)O)NCCCN(CC)CC)CC (1-(3-diethylaminopropyl)-3-(3-diethylaminopropylamino)-4-hydroxyindazole). RXN SMILES: [Mg].[CH2:2]([N:4]([CH2:27][CH3:28])[CH2:5][CH2:6][CH2:7][N:8]1[C:16]2[C:11](=[C:12](Cl)[CH:13]=[CH:14][CH:15]=2)[C:10]([NH:18][CH2:19][CH2:20][CH2:21][N:22]([CH2:25][CH3:26])[CH2:23][CH3:24])=[N:9]1)[CH3:3].C(Br)(C)C.O=O.C(=O)=[O:36].S(=O)(=O)(O)O>O.C(OCC)C>[CH2:2]([N:4]([CH2:27][CH3:28])[CH2:5][CH2:6][CH2:7][N:8]1[C:16]2[C:11](=[C:12]([OH:36])[CH:13]=[CH:14][CH:15]=2)[C:10]([NH:18][CH2:19][CH2:20][CH2:21][N:22]([CH2:25][CH3:26])[CH2:23][CH3:24])=[N:9]1)[CH3:3]. Solvent: C(C)OCC (diethyl ether), C(C)OCC (diethyl ether), O (water). Conditions: time 12 hour. Starting materials: O=O (oxygen), C(=O)=O (carbon dioxide), [Mg] (magnesium), C(C)N(CCCN1N=C(C2=C(C=CC=C12)Cl)NCCCN(CC)CC)CC (1-(3-diethylaminopropyl)-3-(3-diethylaminopropylamino)-4-chloroindazole), C(C)(C)Br (isopropyl bromide), S(O)(O)(=O)=O (sulfuric acid). Reported procedure: To 20 ml of diethyl ether containing 600 mg of magnesium powder was added dropwise a mixed solution consisting of 3.92 g of the 1-(3-diethylaminopropyl)-3-(3-diethylaminopropylamino)-4-chloroindazole, 2.06 g of isopropyl bromide and 20 ml of diethyl ether. Into the mixed solution were introduced dried oxygen gas and dried carbon dioxide gas for 12 hours so as to reflux the solution, and the solution was left to stand for 12 hours. The pH of the solution was adjusted to 4.0 by adding dropwise sul... Isolated yield 39.0%. The reactants are FC1=CC=C(C=C1)C1=NNC=C1C1=NC(=NC=C1)N (4-[3-(4-fluorophenyl)-1H-pyrazol-4-yl]-2-pyrimidinamine), O (Water), C1=CN=C(N=C1)NS(=O)(=O)C2=CC=C(C=C2)N (A-306), ClC(=O)OCC (ethyl chloroformate). The solvent is N1=CC=CC=C1 (pyridine). Conditions: time 6 hour. Product: FC1=CC=C(C=C1)C1=NNC=C1C1=NC(=NC=C1)NC(OCC)=O (Ethyl [4-[3-(4-fluorophenyl)-1H-pyrazol-4-yl]-2-pyrimidinyl]carbamate). RXN SMILES: [F:1][C:2]1[CH:7]=[CH:6][C:5]([C:8]2[C:12]([C:13]3[CH:18]=[CH:17][N:16]=[C:15]([NH2:19])[N:14]=3)=[CH:11][NH:10][N:9]=2)=[CH:4][CH:3]=1.C1C=NC(NS(C2C=CC(N)=CC=2)(=O)=O)=NC=1.Cl[C:38]([O:40][CH2:41][CH3:42])=[O:39].O>N1C=CC=CC=1>[F:1][C:2]1[CH:7]=[CH:6][C:5]([C:8]2[C:12]([C:13]3[CH:18]=[CH:17][N:16]=[C:15]([NH:19][C:38](=[O:39])[O:40][CH2:41][CH3:42])[N:14]=3)=[CH:11][NH:10][N:9]=2)=[CH:4][CH:3]=1. Procedure: To a suspension of 4-[3-(4-fluorophenyl)-1H-pyrazol-4-yl]-2-pyrimidinamine prepared in accordance with Example A-306 (0.26 g, 0.001 mol) in 5 mL of pyridine was added ethyl chloroformate dropwise. After the addition, the clear solution was stirred at room temperature for 6 hours. Water was added and the aqueous phase was extracted with ethyl acetate. The organic layer was washed with brine, dried over magnesium sulfate and filtered. The filtrate was concentrated and the crude was trituated with ... Starting materials: N1(C=NC=C1)C(CC=1C(=NN2C1N=CC=C2)C2=CC=C(C=C2)C)=O (3-[2-(1H-imidazole-1-yl)-2-oxoethyl]-2-(4-methylphenyl)pyrazolo[1,5-a]pyrimidine), N (ammonia). Solvent: O1CCCC1 (tetrahydrofuran), O1CCCC1 (tetrahydrofuran), O (water). Run at time 16 hour. Yields the product CC1=CC=C(C=C1)C1=NN2C(N=CC=C2)=C1CC(=O)N (2-(4-Methylphenyl)pyrazolo[1,5-a]pyrimidine-3-acetamide). Yield: 41.3%. RXN SMILES: [N:1]1([C:6](=[O:24])[CH2:7][C:8]2[C:9]([C:17]3[CH:22]=[CH:21][C:20]([CH3:23])=[CH:19][CH:18]=3)=[N:10][N:11]3[CH:16]=[CH:15][CH:14]=[N:13][C:12]=23)C=CN=C1.N>O1CCCC1.O>[CH3:23][C:20]1[CH:19]=[CH:18][C:17]([C:9]2[C:8]([CH2:7][C:6]([NH2:1])=[O:24])=[C:12]3[N:13]=[CH:14][CH:15]=[CH:16][N:11]3[N:10]=2)=[CH:22][CH:21]=1. Reported procedure: A stirred slurry of 3.2 g (0.010 mole) of 3-[2-(1H-imidazole-1-yl)-2-oxoethyl]-2-(4-methylphenyl)pyrazolo[1,5-a]pyrimidine (prepared from 2-(4-methylphenyl)pyrazolo[1,5-a]pyrimidine-3-acetic acid and 1,1'-carbonyldiimidazol) in 20 ml of dry tetrahydrofuran was treated with 3 ml of ammonia in 10 ml of dry tetrahydrofuran. After stirring for 16 hours, the reaction mixture was diluted with 100 ml of water and the precipitated solid collected by filtration (1.6 g). The crude product was recrystalliz...